This data is from the Open Reaction Database (ORD), a public repository of structured organic reaction records. The task is: describe an organic reaction: reactants, conditions, products, and yield Yields the product O=C1SCC(c2ccc(Cl)cc2)=NN1Cc1cccc([N+](=O)[O-])c1. RXN SMILES: [C:12](=[O:13])([O-:14])[O-:15].[CH3:33][C:34]#[N:35].[Cl:18][c:19]1[cH:20][cH:21][c:22]([C:25]2=[N:26][NH:27][C:28](=[O:31])[S:29][CH2:30]2)[cH:23][cH:24]1.[K+:16].[K+:17].[N+:1](=[O:2])([O-:3])[c:4]1[cH:5][c:6]([CH2:7][Br:8])[cH:9][cH:10][cH:11]1.[OH2:32]>>[N+:1](=[O:2])([O-:3])[c:4]1[cH:5][c:6]([CH2:7][N:27]2[N:26]=[C:25]([c:22]3[cH:21][cH:20][c:19]([Cl:18])[cH:24][cH:23]3)[CH2:30][S:29][C:28]2=[O:31])[cH:9][cH:10][cH:11]1. Reactants: O=C([O-])[O-], CC#N, O=C1NN=C(c2ccc(Cl)cc2)CS1, [K+], [K+], O=[N+]([O-])c1cccc(CBr)c1, O. The reactants are F[B-](F)(F)F, CC[O+](CC)CC, ClCCl, Cc1ccccc1C(N)=O. The product is F[B-](F)(F)F, CCOC(=N)c1ccccc1C. As a reaction SMILES: [B-:11]([F:12])([F:13])([F:14])[F:15].[CH2:16]([CH3:17])[O+:18]([CH2:19][CH3:20])[CH2:21][CH3:22].[CH2:23]([Cl:24])[Cl:25].[c:1]1([CH3:10])[c:2]([C:7](=[O:8])[NH2:9])[cH:3][cH:4][cH:5][cH:6]1>>[B-:11]([F:12])([F:13])([F:14])[F:15].[c:1]1([CH3:10])[c:2]([C:7]([O:8][CH2:16][CH3:17])=[NH:9])[cH:3][cH:4][cH:5][cH:6]1. The reactants are ONC1CCCCCCC1, O=C=Nc1ccc([N+](=O)[O-])cc1. The product is O=C(Nc1ccc([N+](=O)[O-])cc1)N(O)C1CCCCCCC1. Reaction SMILES: [CH:1]1([NH:9][OH:10])[CH2:2][CH2:3][CH2:4][CH2:5][CH2:6][CH2:7][CH2:8]1.[N+:11](=[O:12])([O-:13])[c:14]1[cH:15][cH:16][c:17]([N:20]=[C:21]=[O:22])[cH:18][cH:19]1>>[CH:1]1([N:9]([OH:10])[C:21]([NH:20][c:17]2[cH:16][cH:15][c:14]([N+:11](=[O:12])[O-:13])[cH:19][cH:18]2)=[O:22])[CH2:2][CH2:3][CH2:4][CH2:5][CH2:6][CH2:7][CH2:8]1. Yields the product ClC1=C(COC=2C=C3C=CN(C3=CC2)CCCC#N)C(=CC=C1)Cl (4-[5-(2,6-Dichlorobenzyloxy)indol-1-yl]butyronitrile), ClC1=C(COC=2C=C3C=CN(C3=CC2)C(CC#N)C)C(=CC=C1)Cl (3-[5-(2,6-dichlorobenzyloxy)indole-1-yl]butyronitrile). The yield is 15.0%. The solvent is CN(C=O)C (dimethylformamide). Reagents/catalysts: [I-].C(CCC)[N+](CCCC)(CCCC)CCCC (tetrabutylammonium iodide). Reactants: ClC1=C(COC=2C=C3C=CNC3=CC2)C(=CC=C1)Cl (5-(2,6-dichlorobenzyloxy)-1H-indole), [H-].[Na+] (sodium hydride), BrCCCC#N (4-bromobutyronitrile). As a reaction SMILES: [Cl:1][C:2]1[CH:18]=[CH:17][CH:16]=[C:15]([Cl:19])[C:3]=1[CH2:4][O:5][C:6]1[CH:7]=[C:8]2[C:12](=[CH:13][CH:14]=1)[NH:11][CH:10]=[CH:9]2.[H-].[Na+].Br[CH2:23][CH2:24][CH2:25][C:26]#[N:27]>CN(C)C=O.[I-].C([N+](CCCC)(CCCC)CCCC)CCC>[Cl:1][C:2]1[CH:18]=[CH:17][CH:16]=[C:15]([Cl:19])[C:3]=1[CH2:4][O:5][C:6]1[CH:7]=[C:8]2[C:12](=[CH:13][CH:14]=1)[N:11]([CH2:23][CH2:24][CH2:25][C:26]#[N:27])[CH:10]=[CH:9]2.[Cl:1][C:2]1[CH:18]=[CH:17][CH:16]=[C:15]([Cl:19])[C:3]=1[CH2:4][O:5][C:6]1[CH:7]=[C:8]2[C:12](=[CH:13][CH:14]=1)[N:11]([CH:24]([CH3:23])[CH2:25][C:26]#[N:27])[CH:10]=[CH:9]2 |f:1.2,5.6|. Procedure: To a solution of 5-(2,6-dichlorobenzyloxy)-1H-indole (2.0 g, 6.85 mmol) in dimethylformamide (30 mL) at ambient temperature was added sodium hydride (0.41 g, 10.3 mmol, 60% in mineral oil). After stirring at ambient temperature for 1 h, 4-bromobutyronitrile (1.01 g, 0.68 mL, 6.85 mmol) was added followed by the addition of tetrabutylammonium iodide (0.25 g, 0.68 mmol). After stirring at room temperature for 24 h, the reaction mixture was partitioned between ethyl acetate and water. The organic l... Reaction conditions: time 1 hour.